Dataset: the Open Reaction Database (ORD), a public repository of structured organic reaction records. Task: describe an organic reaction: reactants, conditions, products, and yield The reactants are CC(C)C#N, O=C1NCCc2cc(F)cc(F)c21, C1CCOC1. The product is CC(C)(C#N)c1cc(F)c2c(c1)CCNC2=O. Reaction SMILES: [C:14]([CH:15]([CH3:16])[CH3:17])#[N:18].[F:1][c:2]1[cH:3][c:4]2[c:9]([c:10]([F:12])[cH:11]1)[C:8](=[O:13])[NH:7][CH2:6][CH2:5]2.[O:19]1[CH2:20][CH2:21][CH2:22][CH2:23]1>>[c:2]1([C:15]([C:14]#[N:18])([CH3:16])[CH3:17])[cH:3][c:4]2[c:9]([c:10]([F:12])[cH:11]1)[C:8](=[O:13])[NH:7][CH2:6][CH2:5]2. Starting materials: COC1=C(C(=O)O)C=C(C=C1)CSC (2-methoxy-5-(methylthiomethyl)benzoic acid), Cl.C(C)OCCN1C(=NC2=C1C=CC=C2)N2CCN(CCC2)CCC2(CNCC2)C2=CC=CC=C2 (3-(2-(4-(1-(2-ethoxyethyl)-1H-benzimidazol-2-yl)[1,4]diazepan-1-yl)ethyl)-3-phenylpyrrolidine hydrochloric acid salt). The product is COC1=C(C(=O)N2CC(CC2)(C2=CC=CC=C2)CCN2CCN(CCC2)C2=NC3=C(N2CCOCC)C=CC=C3)C=C(C=C1)CSC (1-(2-Methoxy-5-(methylthiomethyl)benzoyl)-3-(2-(4-(1-(2-ethoxyethyl)-1H-benzimidazol-2-yl)[1,4]diazepan-1-yl)ethyl)-3-phenylpyrrolidine). RXN SMILES: [CH3:1][O:2][C:3]1[CH:11]=[CH:10][C:9]([CH2:12][S:13][CH3:14])=[CH:8][C:4]=1[C:5]([OH:7])=O.Cl.[CH2:16]([O:18][CH2:19][CH2:20][N:21]1[C:25]2[CH:26]=[CH:27][CH:28]=[CH:29][C:24]=2[N:23]=[C:22]1[N:30]1[CH2:36][CH2:35][CH2:34][N:33]([CH2:37][CH2:38][C:39]2([C:44]3[CH:49]=[CH:48][CH:47]=[CH:46][CH:45]=3)[CH2:43][CH2:42][NH:41][CH2:40]2)[CH2:32][CH2:31]1)[CH3:17]>>[CH3:1][O:2][C:3]1[CH:11]=[CH:10][C:9]([CH2:12][S:13][CH3:14])=[CH:8][C:4]=1[C:5]([N:41]1[CH2:42][CH2:43][C:39]([CH2:38][CH2:37][N:33]2[CH2:34][CH2:35][CH2:36][N:30]([C:22]3[N:21]([CH2:20][CH2:19][O:18][CH2:16][CH3:17])[C:25]4[CH:26]=[CH:27][CH:28]=[CH:29][C:24]=4[N:23]=3)[CH2:31][CH2:32]2)([C:44]2[CH:49]=[CH:48][CH:47]=[CH:46][CH:45]=2)[CH2:40]1)=[O:7] |f:1.2|. Reported procedure: Prepare by the method of Example 56.1 using 2-methoxy-5-(methylthiomethyl)benzoic acid and 3-(2-(4-(1-(2-ethoxyethyl)-1H-benzimidazol-2-yl)[1,4]diazepan-1-yl)ethyl)-3-phenylpyrrolidine hydrochloric acid salt (prepared from (−)-3-phenyl-3-(2-hydroxyethyl)pyrrolidine(R,R)-di-p-anisoyltartaric acid salt) to give the title compound. Reported procedure: To a stirred solution of (R)-N-[4-mercapto-3-iodo-2-chlorophenyl]-2-hydroxy-2-methyl-3,3,3-trifluoropropanamide (Method 29) (5.85 g) in anhydrous THF (40 ml) under argon was added sodium methoxide (0.44 g) followed by ethyl iodide (0.65 ml) and the mixture was heated under reflux for 1 hour and allowed to cool to ambient temperature. EtOAc (200 ml) was added, the organic phase was washed with brine (100 ml) and dried. Volatile material was removed by evaporation and the residue was purified by f... Yields the product C(C)SC1=C(C(=C(C=C1)NC([C@@](C(F)(F)F)(C)O)=O)Cl)I ((R)-N-[4-Ethylsulphanyl-3-iodo-2-chlorophenyl]-2-hydroxy-2-methyl-3,3,3-trifluoropropanamide). Starting materials: C(C)(=O)NC=1C(=C(C=CC1S(=O)(=O)C1=CC=C(C=C1)NCCO)NC([C@@](C(F)(F)F)(C)O)=O)Cl ((R)-N-{3-Acetamido-2-chloro-4-[4-(2-hydroxyethylamino)phenylsulphonyl]phenyl}-2-hydroxy-2-methyl-3,3,3-trifluoropropanamide), C[O-].[Na+] (sodium methoxide), CCOC(=O)C (EtOAc), C(C)I (ethyl iodide). Run in C1CCOC1 (THF). RXN SMILES: C(N[C:5]1[C:6]([Cl:34])=[C:7]([NH:24][C:25](=[O:33])[C@:26]([OH:32])([CH3:31])[C:27]([F:30])([F:29])[F:28])[CH:8]=[CH:9][C:10]=1[S:11]([C:14]1C=CC(NCCO)=C[CH:15]=1)(=O)=O)(=O)C.C[O-].[Na+].C([I:40])C.CCOC(C)=O>C1COCC1>[CH2:14]([S:11][C:10]1[CH:9]=[CH:8][C:7]([NH:24][C:25](=[O:33])[C@:26]([OH:32])([CH3:31])[C:27]([F:30])([F:29])[F:28])=[C:6]([Cl:34])[C:5]=1[I:40])[CH3:15] |f:1.2|. Starting materials: CCN1CCC(=O)CC1=O, CC(=O)OC(C)=O, COC([O-])[O-]. Product: CCN1CCC(=O)C(=COC)C1=O. RXN SMILES: [CH2:6]([CH3:7])[N:8]1[C:9](=[O:15])[CH2:10][C:11](=[O:14])[CH2:12][CH2:13]1.[CH3:16][C:17]([O:18][C:19](=[O:20])[CH3:21])=[O:22].[CH:1]([O:2][CH3:3])([O-:4])[O-:5]>>[CH:1]([O:2][CH3:3])=[C:10]1[C:9](=[O:15])[N:8]([CH2:6][CH3:7])[CH2:13][CH2:12][C:11]1=[O:14]. The reactants are Cl, n1c(nc2c(c1c1cnc(nc1)N)CCN2[C@]1(CCN(C1)C(C(C)(C)N)=O)C)N1CCOCC1. Reagents/catalysts: c1ccc(cc1)-c2c3ccccc3cc4ccccc24 (9-Phenylanthracene). The solvent is CC(=O)C  (Acetone). Run at temperature 80 celsius, time 18 hour. Product: CC(C)(N)C(=O)N1CC[C@@](C)(C1)N2CCc3c2nc(nc3c4cnc(N)nc4)N5CCOCC5. RXN SMILES: [CH3:1][C:2]([C:5]([N:7]1[CH2:12][C@:10]([N:13]2[c:17]3[c:16]([c:21]([c:22]4[cH:28][n:27][c:25]([NH2:26])[n:24][cH:23]4)[n:20][c:19]([N:29]5[CH2:34][CH2:33][O:32][CH2:31][CH2:30]5)[n:18]3)[CH2:15][CH2:14]2)([CH3:11])[CH2:9][CH2:8]1)=[O:6])([NH2:4])[CH3:3].Cl>>[CH3:1][C:2]([C:5]([N:7]1[CH2:12][C@:10]([N:13]2[c:17]3[c:16]([c:21]([c:22]4[cH:28][n:27][c:25]([NH2:26])[n:24][cH:23]4)[n:20][c:19]([N:29]5[CH2:34][CH2:33][O:32][CH2:31][CH2:30]5)[n:18]3)[CH2:15][CH2:14]2)([CH3:11])[CH2:9][CH2:8]1)=[O:6])([NH2:4])[CH3:3]. Starting materials: C(C1=CC=CC=C1)OC([C@@H](N(CC1=CC=C(C=C1)C1=C(C=CC=C1)C1=NN=NN1)C(=O)OCCC)C(C)C)=O (N-Carbopropoxy-N-[(2'-(1H-tetrazol-5-yl)biphenyl-4-yl)methyl]-(L)-valine benzyl ester), C(C1=CC=CC=C1)OC([C@@H](N(CC1=CC=C(C=C1)C1=C(C=CC=C1)C#N)C(=O)OCCC)C(C)C)=O (N-carbopropoxy-N-[(2'-cyanobiphenyl-4-yl)methyl]-(L)-valine benzyl ester), C(CCC)[Sn](CCCC)(CCCC)N=[N+]=[N-] (tributyltin azide). The product is C(=O)(O)[C@H](C(C)C)N(CC1=CC=C(C=C1)C1=C(C=CC=C1)C1=NN=NN1)C(=O)OCCC ((S)-N-(1-Carboxy-2-methyl-prop-1-yl)-N-propyloxycarbonyl-N-[2'-(1H-tetrazol-5-yl)biphenyl-4-ylmethyl]-amine). RXN SMILES: C([O:8][C:9](=[O:39])[C@H:10]([CH:36]([CH3:38])[CH3:37])[N:11]([C:30]([O:32][CH2:33][CH2:34][CH3:35])=[O:31])[CH2:12][C:13]1[CH:18]=[CH:17][C:16]([C:19]2[CH:24]=[CH:23][CH:22]=[CH:21][C:20]=2[C:25]2[NH:29][N:28]=[N:27][N:26]=2)=[CH:15][CH:14]=1)C1C=CC=CC=1.C(OC(=O)[C@H](C(C)C)N(C(OCCC)=O)CC1C=CC(C2C=CC=CC=2C#N)=CC=1)C1C=CC=CC=1.C([Sn](N=[N+]=[N-])(CCCC)CCCC)CCC>>[C:9]([C@@H:10]([N:11]([C:30]([O:32][CH2:33][CH2:34][CH3:35])=[O:31])[CH2:12][C:13]1[CH:18]=[CH:17][C:16]([C:19]2[CH:24]=[CH:23][CH:22]=[CH:21][C:20]=2[C:25]2[NH:26][N:27]=[N:28][N:29]=2)=[CH:15][CH:14]=1)[CH:36]([CH3:37])[CH3:38])([OH:39])=[O:8]. Procedure details: N-Carbopropoxy-N-[(2'-(1H-tetrazol-5-yl)biphenyl-4-yl)methyl]-(L)-valine benzyl ester starting from 1.04 g of N-carbopropoxy-N-[(2'-cyanobiphenyl-4-yl)methyl]-(L)-valine benzyl ester and 1.1 g of tributyltin azide and subsequent flash chromatography using the system N6. Amorphous product, TLC (system N6) Rf : 0.21. Starting materials: COCC1=C(C=CC=C1)CO ((2-methoxymethylphenyl)-methanol), N1C=NC=C1 (imidazole), C1(=CC=CC=C1)P(C1=CC=CC=C1)C1=CC=CC=C1 (triphenylphosphine), II (iodine). Solvent: C(Cl)Cl (methylene chloride), C(Cl)Cl (methylene chloride). Reaction conditions: time 45 minute. The product is ICC1=C(C=CC=C1)COC (1-Iodomethyl-2-methoxymethylbenzene). Reaction SMILES: N1C=CN=C1.C1(P(C2C=CC=CC=2)C2C=CC=CC=2)C=CC=CC=1.[I:25]I.[CH3:27][O:28][CH2:29][C:30]1[CH:35]=[CH:34][CH:33]=[CH:32][C:31]=1[CH2:36]O>C(Cl)Cl>[I:25][CH2:36][C:31]1[CH:32]=[CH:33][CH:34]=[CH:35][C:30]=1[CH2:29][O:28][CH3:27]. Procedure details: To a solution of imidazole (338 mg, 4.98 mmol) and triphenylphosphine (1.3 g, 4.98 mmol) in methylene chloride (10 mL) is added iodine (1.26 g, 4.98 mmol) in portions. The mixture is stirred at RT for 45 min then a solution of (2-methoxymethylphenyl)-methanol (630 mg, 4.14 mmol) in methylene chloride (3 mL) is added dropwise and stirring is continued for 3 h. The mixture is concentrated and the insoluble material is filtered. The filtrate is evaporated and the residue is purified by column chrom...